This data is from the Open Reaction Database (ORD), a public repository of structured organic reaction records. The task is: describe an organic reaction: reactants, conditions, products, and yield The reactants are [I-].ClC1=CC2=C(OC3=C(C(=N2)C2=CC=[N+](C=C2)C)C=CC=C3)C=C1 (4-(-8-chlorodibenz[b,f][1,4]oxazepin-11-yl)-1-methylpyridinium iodide), [BH4-].[Na+] (sodium borohydride). Solvent: C(C)O (ethanol). The product is Cl.ClC1=CC2=C(OC3=C(C(=N2)C=2CCN(CC2)C)C=CC=C3)C=C1 (8-Chloro-11-(1,2,3,6-tetrahydro-1-methyl-4-pyridyl)-dibenz[b,f][1,4]oxazepine hydrochloride). Reaction SMILES: [I-].[Cl:2][C:3]1[CH:24]=[CH:23][C:6]2[O:7][C:8]3[CH:22]=[CH:21][CH:20]=[CH:19][C:9]=3[C:10]([C:12]3[CH:17]=[CH:16][N+:15]([CH3:18])=[CH:14][CH:13]=3)=[N:11][C:5]=2[CH:4]=1.[BH4-].[Na+]>C(O)C>[ClH:2].[Cl:2][C:3]1[CH:24]=[CH:23][C:6]2[O:7][C:8]3[CH:22]=[CH:21][CH:20]=[CH:19][C:9]=3[C:10]([C:12]3[CH2:17][CH2:16][N:15]([CH3:18])[CH2:14][CH:13]=3)=[N:11][C:5]=2[CH:4]=1 |f:0.1,2.3,5.6|. Reported procedure: A 6.23 g. portion of the above iodide salt is suspended in 150 ml. of ethanol and the mixture is cooled in an ice salt bath. A 0.64 g. portion of sodium borohydride is added in portions over 1 minute and the resulting solution is stirred with ice bath cooling for an additional 30 minutes. The reaction is quenched with one ml. of acetone and diluted with 500 ml. of ether. The ether solution is washed with three 250 ml. portions of water, dried with brine and made acidic with hydrochloric acid. Th... The product is O=C1CCCN1CC(=NOCc1ccccc1)c1cccnc1. Reaction SMILES: [CH2:17]([c:18]1[cH:19][cH:20][cH:21][cH:22][cH:23]1)[O:24][NH2:25].[ClH:16].[O:1]=[C:2]([CH2:3][N:4]1[C:5](=[O:9])[CH2:6][CH2:7][CH2:8]1)[c:10]1[cH:11][n:12][cH:13][cH:14][cH:15]1>>[C:2]([CH2:3][N:4]1[C:5](=[O:9])[CH2:6][CH2:7][CH2:8]1)([c:10]1[cH:11][n:12][cH:13][cH:14][cH:15]1)=[N:25][O:24][CH2:17][c:18]1[cH:19][cH:20][cH:21][cH:22][cH:23]1. Reactants: NOCc1ccccc1, Cl, O=C(CN1CCCC1=O)c1cccnc1. The reactants are C(Cl)Cl (CH2Cl2), BrC1=C(C=C(C=C1)I)F (1-Bromo-2-fluoro-4-iodobenzene), C(C)(C)(C)NS(=O)(=O)C1=C(C=CC=C1)B(O)O ((2-(N-(tert-butyl)sulfamoyl)phenyl) boronic acid), C(=O)([O-])[O-].[Na+].[Na+] (Na2CO3). The solvent is C(C)(=O)OCC (ethyl acetate), O (water), O1CCOCC1 (1,4-Dioxane). Reaction conditions: time 10 minute. Yields the product BrC1=C(C=C(C=C1)C=1C(=CC=CC1)S(=O)(=O)NC(C)(C)C)F (4′-Bromo-N-(tert-butyl)-3′-fluoro-[1,1′-biphenyl]-2-sulfonamide). Reaction SMILES: [Br:1][C:2]1[CH:7]=[CH:6][C:5](I)=[CH:4][C:3]=1[F:9].[C:10]([NH:14][S:15]([C:18]1[CH:23]=[CH:22][CH:21]=[CH:20][C:19]=1B(O)O)(=[O:17])=[O:16])([CH3:13])([CH3:12])[CH3:11].C([O-])([O-])=O.[Na+].[Na+].C(Cl)Cl>C(OCC)(=O)C.O.O1CCOCC1>[Br:1][C:2]1[CH:7]=[CH:6][C:5]([C:19]2[C:18]([S:15]([NH:14][C:10]([CH3:13])([CH3:12])[CH3:11])(=[O:16])=[O:17])=[CH:23][CH:22]=[CH:21][CH:20]=2)=[CH:4][C:3]=1[F:9] |f:2.3.4|. Reported procedure: 1-Bromo-2-fluoro-4-iodobenzene (117 mg, 0.389 mmol) and (2-(N-(tert-butyl)sulfamoyl)phenyl) boronic acid (100 mg, 0.389 mmol) were added to a 5 mL sealable vial equipped with a stir bar. 1,4-Dioxane (1 mL) and 2 M Na2CO3 (1 mL) solution were added. Argon was bubbled through the solvent while it was rapidly stirred for 10 min then Pd(dppf)Cl2.CH2Cl2 (14 mg, 0.019 mmol) was added. The mixture was then stirred for 15 hours at 80° Celsius under an argon atmosphere. The reaction was diluted with 2 mL... Reactants: Cl (hydrochloric acid), S1C(=NC2=C1C=CC=C2)COC2=CC=C(C=C2)[N+](=O)[O-] (O-(benzothiazol-2-ylmethyl)-4-nitrophenol), Cl (hydrochloric acid), stannous chloride, stannous chloride, [OH-].[Na+] (sodium hydroxide). Solvent: C(C)O (ethanol). Reaction conditions: time 30 minute. The product is S1C(=NC2=C1C=CC=C2)COC2=CC=C(N)C=C2 (4-(Benzothiazol-2-ylmethoxy)aniline). Yield: 43.0%. Reaction SMILES: Cl.[S:2]1[C:6]2[CH:7]=[CH:8][CH:9]=[CH:10][C:5]=2[N:4]=[C:3]1[CH2:11][O:12][C:13]1[CH:18]=[CH:17][C:16]([N+:19]([O-])=O)=[CH:15][CH:14]=1.[OH-].[Na+]>C(O)C>[S:2]1[C:6]2[CH:7]=[CH:8][CH:9]=[CH:10][C:5]=2[N:4]=[C:3]1[CH2:11][O:12][C:13]1[CH:18]=[CH:17][C:16]([NH2:19])=[CH:15][CH:14]=1 |f:2.3|. Procedure details: 15 ml of concentrated hydrochloric acid were carefully added to 4.99 g of O-(benzothiazol-2-ylmethyl)-4-nitrophenol [prepared as described in step (a) above] suspended in 100 ml of ethanol, with ice cooling, after which 8.26 g of stannous chloride were added in small portions to the resulting mixture at the same temperature. The temperature of the reaction mixture was then elevated to room temperature and the mixture stirred for 30 minutes at this temperature, before elevating the temperature fu... Starting materials: COc1ccc(S(=O)(=O)N2CCc3cc(Br)cc(N)c32)cc1, CCCC[SnH](CCCC)CCCC, Cc1ccccc1, CC(C)(C#N)N=NC(C)(C)C#N. Yields the product COc1ccc(S(=O)(=O)N2CCc3cccc(N)c32)cc1. RXN SMILES: [Br:1][c:2]1[cH:3][c:4]2[c:8]([c:9]([NH2:11])[cH:10]1)[N:7]([S:12](=[O:13])(=[O:14])[c:15]1[cH:16][cH:17][c:18]([O:21][CH3:22])[cH:19][cH:20]1)[CH2:6][CH2:5]2.[CH3:35][CH2:36][CH2:37][CH2:38][SnH:39]([CH2:40][CH2:41][CH2:42][CH3:43])[CH2:44][CH2:45][CH2:46][CH3:47].[CH3:48][c:49]1[cH:50][cH:51][cH:52][cH:53][cH:54]1.[N:23]#[C:24][C:25]([N:26]=[N:27][C:28]([C:29]#[N:30])([CH3:31])[CH3:32])([CH3:33])[CH3:34]>>[cH:2]1[cH:3][c:4]2[c:8]([c:9]([NH2:11])[cH:10]1)[N:7]([S:12](=[O:13])(=[O:14])[c:15]1[cH:16][cH:17][c:18]([O:21][CH3:22])[cH:19][cH:20]1)[CH2:6][CH2:5]2.